Dataset: the Open Reaction Database (ORD), a public repository of structured organic reaction records. Task: describe an organic reaction: reactants, conditions, products, and yield RXN SMILES: [NH2:1][C:2]1[N:3]=[N:4][C:5]([C:8]2[CH:9]=[CH:10][C:11]([C:14]([NH:16][CH3:17])=[O:15])=[N:12][CH:13]=2)=[CH:6][N:7]=1.Cl[CH:19]([CH2:29][C:30]1[CH:31]=[C:32]2[C:37](=[CH:38][CH:39]=1)[N:36]=[CH:35][CH:34]=[CH:33]2)[CH:20](N1C(=O)CCC1=O)O>C(O)CO>[CH3:17][NH:16][C:14]([C:11]1[CH:10]=[CH:9][C:8]([C:5]2[CH:6]=[N:7][C:2]3[N:3]([C:19]([CH2:29][C:30]4[CH:31]=[C:32]5[C:37](=[CH:38][CH:39]=4)[N:36]=[CH:35][CH:34]=[CH:33]5)=[CH:20][N:1]=3)[N:4]=2)=[CH:13][N:12]=1)=[O:15]. Run in C(CO)O (1,2-ethanediol). Run at temperature 120 celsius, time 8 hour. Starting materials: NC=1N=NC(=CN1)C=1C=CC(=NC1)C(=O)NC (5-(3-amino-1,2,4-triazin-6-yl)-N-methylpyridine-2-carboxamide), ClC(C(O)N1C(CCC1=O)=O)CC=1C=C2C=CC=NC2=CC1 (1-(2-Chloro-1-hydroxy-3-quinolin-6-ylpropyl)pyrrolidine-2,5-dione). Procedure details: A mixture of 5-(3-amino-1,2,4-triazin-6-yl)-N-methylpyridine-2-carboxamide (Step 1, 6.5 g, 0.022 mol) and 1-(2-chloro-1-hydroxy-3-quinolin-6-ylpropyl)pyrrolidine-2,5-dione (8.71 g, 0.0273 mol, Example 1, Step 7) in 1,2-ethanediol (100 mL) was stirred at 120° C. overnight. The reaction mixture was concentrated. The mixture was neutralized to pH=10 with methylamine in THF solution (2.0M), and then purified by flash chromatography on a silica gel column with 5% MeOH in dichloromethane to afford the... The product is CNC(=O)C1=NC=C(C=C1)C=1C=NC=2N(N1)C(=CN2)CC=2C=C1C=CC=NC1=CC2 (N-Methyl-5-[7-(quinolin-6-ylmethyl)imidazo[1,2-b][1,2,4-]triazin-2-yl]pyridine-2-carboxamide). Starting materials: O1CCC(C2=CC=CC=C12)OC1=CC(=CC=2N(C(=NC21)C)C)C(=O)O (4-(3,4-Dihydro-2H-chromen-4-yloxy)-1,2-dimethyl-1H-benzimidazole-6-carboxylic acid), N1C[C@@H](CC1)O ((R)-(−)-3-pyrrolidinol). The product is O1CCC(C2=CC=CC=C12)OC1=CC(=CC=2N(C(=NC21)C)C)C(=O)N2C[C@@H](CC2)O ((3R)-1-{[4-(3,4-Dihydro-2H-chromen-4-yloxy)-1,2-dimethyl-1H-benzimidazol-6-yl]carbonyl}pyrrolidin-3-ol). Yield: 23.0%. Reaction SMILES: [O:1]1[C:10]2[C:5](=[CH:6][CH:7]=[CH:8][CH:9]=2)[CH:4]([O:11][C:12]2[C:20]3[N:19]=[C:18]([CH3:21])[N:17]([CH3:22])[C:16]=3[CH:15]=[C:14]([C:23]([OH:25])=O)[CH:13]=2)[CH2:3][CH2:2]1.[NH:26]1[CH2:30][CH2:29][C@@H:28]([OH:31])[CH2:27]1>>[O:1]1[C:10]2[C:5](=[CH:6][CH:7]=[CH:8][CH:9]=2)[CH:4]([O:11][C:12]2[C:20]3[N:19]=[C:18]([CH3:21])[N:17]([CH3:22])[C:16]=3[CH:15]=[C:14]([C:23]([N:26]3[CH2:30][CH2:29][C@@H:28]([OH:31])[CH2:27]3)=[O:25])[CH:13]=2)[CH2:3][CH2:2]1. Procedure details: The title compound was prepared as a white solid in 23% yield (19 mg) from 4-(3,4-dihydro-2H-chromen-4-yloxy)-1,2-dimethyl-1H-benzimidazole-6-carboxylic acid (70 mg, 0.21 mmol, STEP 2 of Example 11) and (R)-(−)-3-pyrrolidinol (77 mg, 0.63 mmol) by the same manner in STEP 3 of Example 11: Reactants: TEA, NC1CC(C(C1)C(=O)OCC)C (ethyl 4-amino-2-methylcyclopentanecarboxylate), C1(CC1)S(=O)(=O)Cl (cyclopropanesulfonyl chloride). The solvent is CN(C)C=O (DMF). Reaction conditions: time 15 minute. The product is C1(CC1)S(=O)(=O)NC1CC(C(C1)C(=O)OCC)C (ethyl 4-(cyclopropanesulfonamido)-2-methylcyclopentanecarboxylate). Isolated yield 87.9%. As a reaction SMILES: [NH2:1][CH:2]1[CH2:6][CH:5]([C:7]([O:9][CH2:10][CH3:11])=[O:8])[CH:4]([CH3:12])[CH2:3]1.[CH:13]1([S:16](Cl)(=[O:18])=[O:17])[CH2:15][CH2:14]1>CN(C=O)C>[CH:13]1([S:16]([NH:1][CH:2]2[CH2:6][CH:5]([C:7]([O:9][CH2:10][CH3:11])=[O:8])[CH:4]([CH3:12])[CH2:3]2)(=[O:18])=[O:17])[CH2:15][CH2:14]1. Procedure details: A solution of ethyl 4-amino-2-methylcyclopentanecarboxylate (15.0 g, 88.0 mmol) in DMF (210 mL) was cooled to about 0° C. in an ice bath. TEA (30.5 mL, 219 mmol) was added and stirring was continued at about 0° C. for about 15 min and then cyclopropanesulfonyl chloride (12.3 g, 88.0 mmol, Matrix) was added drop-wise. The resulting solution was stirred at about 0° C. for about 2 h. The ice bath was removed and the reaction mixture continued stirring at ambient temperature for about 3 h. The react... Reactants: C1COCCO1, CNC(=O)CSCc1cc(N2CCOCC2C)nc(-c2ccc(NC(=O)NC)cc2)n1, O=[Mn](=O)(=O)[O-], [Na+], O, O=C(OO)c1cccc(Cl)c1. Yields the product CNC(=O)CS(=O)(=O)Cc1cc(N2CCOCC2C)nc(-c2ccc(NC(=O)NC)cc2)n1. RXN SMILES: [CH2:50]1[O:51][CH2:52][CH2:53][O:54][CH2:55]1.[CH3:1][NH:2][C:3]([CH2:4][S:5][CH2:6][c:7]1[n:8][c:9](-[c:20]2[cH:21][cH:22][c:23]([NH:26][C:27]([NH:28][CH3:29])=[O:30])[cH:24][cH:25]2)[n:10][c:11]([N:13]2[CH:14]([CH3:19])[CH2:15][O:16][CH2:17][CH2:18]2)[cH:12]1)=[O:31].[Mn:43]([O-:44])(=[O:45])(=[O:46])=[O:47].[Na+:48].[OH2:49].[OH:32][O:33][C:34]([c:35]1[cH:36][c:37]([Cl:38])[cH:39][cH:40][cH:41]1)=[O:42]>>[CH3:1][NH:2][C:3]([CH2:4][S:5]([CH2:6][c:7]1[n:8][c:9](-[c:20]2[cH:21][cH:22][c:23]([NH:26][C:27]([NH:28][CH3:29])=[O:30])[cH:24][cH:25]2)[n:10][c:11]([N:13]2[CH:14]([CH3:19])[CH2:15][O:16][CH2:17][CH2:18]2)[cH:12]1)(=[O:32])=[O:49])=[O:31]. The reactants are S(=O)(=O)(Cl)Cl (sulfuryl chloride), S(=O)(=O)(Cl)Cl (sulfuryl chloride), CS(=O)(=O)N1C(SCCC1)=C[N+](=O)[O-] (N-(methylsulfonyl)-2-(nitromethylene)-tetrahydro-2H-1,3-thiazine). Run in C(Cl)Cl (methylene chloride), C(Cl)Cl (methylene chloride). Reaction conditions: time 30 minute. Yields the product CS(=O)(=O)N1C(SCCC1)=C([N+](=O)[O-])Cl (N-(Methylsulfonyl)-2-(chloronitromethylene)-tetrahydro-2H-1,3-thiazine). Reaction SMILES: S(Cl)([Cl:4])(=O)=O.[CH3:6][S:7]([N:10]1[CH2:15][CH2:14][CH2:13][S:12][C:11]1=[CH:16][N+:17]([O-:19])=[O:18])(=[O:9])=[O:8]>C(Cl)Cl>[CH3:6][S:7]([N:10]1[CH2:15][CH2:14][CH2:13][S:12][C:11]1=[C:16]([Cl:4])[N+:17]([O-:19])=[O:18])(=[O:8])=[O:9]. Procedure: A solution of 1.25 g of redistilled sulfuryl chloride in 5 ml of methylene chloride was added drop-by-drop over a 5-minute period to a slurry of (1A) in 50 ml of methylene chloride in a nitrogen atmosphere at 0-5° C. The mixture was stirred for 30 minutes more, then allowed to warm to room temperature. Two drops more of sulfuryl chloride were added and the mixture was stirred for 5 minutes. The resulting mixture was washed with water, then with brine, dried (MgSO4), and stripped of solvent to gi...